Task: describe an organic reaction: reactants, conditions, products, and yield. Dataset: the Open Reaction Database (ORD), a public repository of structured organic reaction records The reactants are [H-].[H-].[H-].[H-].[Li+].[Al+3] (LiAlH4), N1(N=CN=C1)CC(C(=O)OC)C1=CC=C(C=C1)Cl (methyl α-(1H-1,2,4-triazol-1-ylmethyl)-4-chlorophenylacetate), CO (methanol). The solvent is C(C)OCC (diethyl ether), C(C)OCC (diethyl ether). Run at time 1 hour. Product: ClC1=CC=C(C=C1)C(CO)CN1N=CN=C1 (2-(4-chlorophenyl)-3-(1H-1,2,4-triazol-1-yl)-propanol). Reaction SMILES: [H-].[H-].[H-].[H-].[Li+].[Al+3].[N:7]1([CH2:12][CH:13]([C:18]2[CH:23]=[CH:22][C:21]([Cl:24])=[CH:20][CH:19]=2)[C:14](OC)=[O:15])[CH:11]=[N:10][CH:9]=[N:8]1.CO>C(OCC)C>[Cl:24][C:21]1[CH:22]=[CH:23][C:18]([CH:13]([CH2:12][N:7]2[CH:11]=[N:10][CH:9]=[N:8]2)[CH2:14][OH:15])=[CH:19][CH:20]=1 |f:0.1.2.3.4.5|. Procedure details: 1.3 g of LiAlH4 is suspended in 170 ml of anhydrous diethyl ether under N2 atmosphere. Within one hour, 8 g of methyl α-(1H-1,2,4-triazol-1-ylmethyl)-4-chlorophenylacetate is introduced. The reaction is exothermic, and proceeds with solvent reflux. At the end of heat evolution, 10 ml of methanol in 50 ml of diethyl ether is added to destroy the excess of hydride. Reactants: O (water), IC1=CC=C(OC2=NC=NC3=CC(=C(C=C23)OC)OC)C=C1 (4-(4-iodophenoxy)-6,7-dimethoxyquinazoline), C(C=C)(=O)OCC (ethyl acrylate), C1(=C(C=CC=C1)P(C1=C(C=CC=C1)C)C1=C(C=CC=C1)C)C (tri(o-tolyl)phosphine). The reagents and catalysts are C(C)(=O)[O-].[Pd+2].C(C)(=O)[O-] (Palladium (II) acetate). Solvent: C(C)(=O)OCC (ethyl acetate), C(C)N(CC)CC (triethylamine), C(C)#N (acetonitrile). Product: COC=1C=C2C=NC=NC2=CC1OC (6,7-dimethoxyquinazoline). Isolated yield 136.7%. As a reaction SMILES: IC1C=CC(O[C:7]2[C:16]3[C:11](=[CH:12][C:13]([O:19][CH3:20])=[C:14]([O:17][CH3:18])[CH:15]=3)[N:10]=[CH:9][N:8]=2)=CC=1.C(OCC)(=O)C=C.C1(C)C=CC=CC=1P(C1C=CC=CC=1C)C1C=CC=CC=1C.O>C(N(CC)CC)C.C(#N)C.C(OCC)(=O)C.C([O-])(=O)C.[Pd+2].C([O-])(=O)C>[CH3:18][O:17][C:14]1[CH:15]=[C:16]2[C:11](=[CH:12][C:13]=1[O:19][CH3:20])[N:10]=[CH:9][N:8]=[CH:7]2 |f:7.8.9|. Procedure details: Palladium (II) acetate (11 mg, 0.05 mmol) was added to a solution of 4-(4-iodophenoxy)-6,7-dimethoxyquinazoline (205 mg, 0.50 mmol), ethyl acrylate (50 mg, 0.50 mmol) and tri(o-tolyl)phosphine (30 mg, 0.10 mmol) in a mixture of triethylamine (3 ml) and acetonitrile (9 ml) and the reaction heated at reflux for 16 hours under an inert atmosphere. The reaction was cooled to ambient temperature, poured into water (30 ml), diluted with ethyl acetate (25 ml) and filtered through celite. The organic la... The reactants are ClC1=CC(=C(C=C1OC(C)C)N1C(NC(=CC1=O)C(C(F)(F)F)(F)F)=O)F (3-(4-chloro-2-fluoro-5-isopropoxyphenyl)-6-pentafluoroethyl-2,4(1H,3H)-pyrimidinedione), C([O-])(O)=O.[Na+] (sodium bicarbonate), S(=O)(=O)(OC)OC (dimethyl sulphate). The solvent is CC(=O)C (acetone). Yields the product ClC1=CC(=C(C=C1OC(C)C)N1C(=NC(=CC1=O)C(C(F)(F)F)(F)F)OC)F (1-(4-chloro-2-fluoro-5-isopropoxyphenyl)-2-methoxy -4-pentafluoroethyl-6(1H)-pyrimidinone). As a reaction SMILES: [Cl:1][C:2]1[C:7]([O:8][CH:9]([CH3:11])[CH3:10])=[CH:6][C:5]([N:12]2[C:17](=[O:18])[CH:16]=[C:15]([C:19]([F:25])([F:24])[C:20]([F:23])([F:22])[F:21])[NH:14][C:13]2=[O:26])=[C:4]([F:27])[CH:3]=1.[C:28](=O)(O)[O-].[Na+].S(OC)(OC)(=O)=O>CC(C)=O>[Cl:1][C:2]1[C:7]([O:8][CH:9]([CH3:11])[CH3:10])=[CH:6][C:5]([N:12]2[C:17](=[O:18])[CH:16]=[C:15]([C:19]([F:25])([F:24])[C:20]([F:23])([F:21])[F:22])[N:14]=[C:13]2[O:26][CH3:28])=[C:4]([F:27])[CH:3]=1 |f:1.2|. Reported procedure: using 3-(4-chloro-2-fluoro-5-isopropoxyphenyl)-6-pentafluoroethyl-2,4(1H,3H)-pyrimidinedione with sodium bicarbonate and dimethyl sulphate in acetone there is obtained 1-(4-chloro-2-fluoro-5-isopropoxyphenyl)-2-methoxy -4-pentafluoroethyl-6(1H)-pyrimidinone, m.p. 79°-81° C.; Reactants: COc1ccc2c(c1)CCN(c1ccccc1)C2c1cc(F)c(F)c(F)c1, CO, ClCCl, ClCCl. Product: Oc1ccc2c(c1)CCN(c1ccccc1)C2c1cc(F)c(F)c(F)c1. Reaction SMILES: [CH3:1][O:2][c:3]1[cH:4][c:5]2[c:10]([cH:11][cH:12]1)[CH:9]([c:13]1[cH:14][c:15]([F:21])[c:16]([F:20])[c:17]([F:19])[cH:18]1)[N:8]([c:22]1[cH:23][cH:24][cH:25][cH:26][cH:27]1)[CH2:7][CH2:6]2.[CH3:31][OH:32].[Cl:28][CH2:29][Cl:30].[Cl:33][CH2:34][Cl:35]>>[OH:2][c:3]1[cH:4][c:5]2[c:10]([cH:11][cH:12]1)[CH:9]([c:13]1[cH:14][c:15]([F:21])[c:16]([F:20])[c:17]([F:19])[cH:18]1)[N:8]([c:22]1[cH:23][cH:24][cH:25][cH:26][cH:27]1)[CH2:7][CH2:6]2. The product is CC(C)Nc1cncc(C=O)c1. The reactants are O=Cc1cncc(Br)c1, CC(C)N, I[Cu]I, [K+], [K+], [K+], CN(C)C=O, O=P([O-])([O-])[O-]. As a reaction SMILES: [Br:1][c:2]1[cH:3][n:4][cH:5][c:6]([CH:7]=[O:8])[cH:9]1.[CH3:18][CH:19]([CH3:20])[NH2:21].[Cu:27]([I:28])[I:29].[K+:15].[K+:16].[K+:17].[O:22]=[CH:23][N:24]([CH3:25])[CH3:26].[P:10]([O-:11])([O-:12])([O-:13])=[O:14]>>[c:2]1([NH:21][CH:19]([CH3:18])[CH3:20])[cH:3][n:4][cH:5][c:6]([CH:7]=[O:8])[cH:9]1. Reactants: C(C)(C)(C)OC(=O)N1CCC(CC1)(C=1N(C=C(N1)C1=CC(=CC=C1)C(F)(F)F)COCC[Si](C)(C)C)O (4-hydroxy-4-[4-(3-trifluoromethyl-phenyl)-1-(2-trimethylsilanyl-ethoxymethyl)-1H-imidazol-2-yl]-piperidine-1-carboxylic acid tert-butyl ester), C(C)O (ethanol), Cl (hydrogen chloride). Run at temperature 70 celsius, time 4 hour. Product: FC(C=1C=C(C=CC1)C=1N=C(NC1)C1(CCNCC1)O)(F)F (4-[4-(3-Trifluoromethyl-phenyl)-1H-imidazol-2-yl]-piperidin-4-ol). The yield is 99.6%. RXN SMILES: C(OC([N:8]1[CH2:13][CH2:12][C:11]([OH:37])([C:14]2[N:15](COCC[Si](C)(C)C)[CH:16]=[C:17]([C:19]3[CH:24]=[CH:23][CH:22]=[C:21]([C:25]([F:28])([F:27])[F:26])[CH:20]=3)[N:18]=2)[CH2:10][CH2:9]1)=O)(C)(C)C.C(O)C.Cl>>[F:27][C:25]([F:26])([F:28])[C:21]1[CH:20]=[C:19]([C:17]2[N:18]=[C:14]([C:11]3([OH:37])[CH2:10][CH2:9][NH:8][CH2:13][CH2:12]3)[NH:15][CH:16]=2)[CH:24]=[CH:23][CH:22]=1. Reported procedure: To a microwave vial add 4-hydroxy-4-[4-(3-trifluoromethyl-phenyl)-1-(2-trimethylsilanyl-ethoxymethyl)-1H-imidazol-2-yl]-piperidine-1-carboxylic acid tert-butyl ester (0.453 g; 1.00 equiv; 836.28 μmoles; 453.00 mg), ethanol (5 mL; 85.88 mmoles; 5.00 mL; 3.96 g), and hydrogen chloride (5 mL; 5.00 mmoles; 1N aqueous) and heat to 70° C. in a microwave with stirring on and hold for 4 h. Concentrate the reaction mixture to give 4-[4-(3-Trifluoromethyl-phenyl)-1H-imidazol-2-yl]-piperidin-4-ol salt (0.3... The reactants are NC1=CC=C(CN2C(=NC(=C2CO)Cl)CCOC)C=C1 (1-(4-aminobenzyl)-4-chloro-5-hydroxymethyl-2-(2-methoxyethyl)imidazole), C1(C=2C(C(=O)O1)=CC=CC2)=O (phthalic anhydride). Solvent: C(C)#N (acetonitrile), C(C)#N (acetonitrile). Run at time 8 hour. The product is C(=O)(O)C1=C(C(=O)NC2=CC=C(CN3C(=NC(=C3CO)Cl)CCOC)C=C2)C=CC=C1 (1-[4-(2-Carboxybenzamido)-benzyl]-4-chloro-5-hydroxymethyl-2-(2-methoxyethyl)imidazole). Reaction SMILES: [NH2:1][C:2]1[CH:20]=[CH:19][C:5]([CH2:6][N:7]2[C:11]([CH2:12][OH:13])=[C:10]([Cl:14])[N:9]=[C:8]2[CH2:15][CH2:16][O:17][CH3:18])=[CH:4][CH:3]=1.[C:21]1(=[O:31])[O:26][C:24](=[O:25])[C:23]2=[CH:27][CH:28]=[CH:29][CH:30]=[C:22]12>C(#N)C>[C:24]([C:23]1[CH:27]=[CH:28][CH:29]=[CH:30][C:22]=1[C:21]([NH:1][C:2]1[CH:20]=[CH:19][C:5]([CH2:6][N:7]2[C:11]([CH2:12][OH:13])=[C:10]([Cl:14])[N:9]=[C:8]2[CH2:15][CH2:16][O:17][CH3:18])=[CH:4][CH:3]=1)=[O:31])([OH:26])=[O:25]. Reported procedure: To an acetonitrile solution (12 mL) of 1-(4-aminobenzyl)-4-chloro-5-hydroxymethyl-2-(2-methoxyethyl)imidazole (150 mg, 0.51 mmol) was added an acetonitrile solution (2 mL) of phthalic anhydride (75 mg, 0.51 mmol). After stirring overnight at room temperature a light yellow precipitate was produced. The mixture was cooled to 0°, filtered with suction onto a fine fritted funnel and the solid was washed with cold acetonitrile, chloroform and finally ether (2 mL each) to afford 180 mg (80%) of light...